Dataset: the Open Reaction Database (ORD), a public repository of structured organic reaction records. Task: describe an organic reaction: reactants, conditions, products, and yield RXN SMILES: [Cl-:1].[Cl-:3].[F:25][c:26]1[cH:27][cH:28][c:29]([C:30](=[O:31])[Cl:32])[cH:33][cH:34]1.[Mg+2:2].[O:35]1[CH2:36][CH2:37][CH2:38][CH2:39]1.[O:4]=[C:5]([CH2:6][C:7](=[O:8])[O:9][CH2:10][CH3:11])[CH2:12][c:13]1[cH:14][cH:15][cH:16][cH:17][cH:18]1.[cH:19]1[cH:20][cH:21][n:22][cH:23][cH:24]1>>[O:4]=[C:5]([CH:6]([C:7](=[O:8])[O:9][CH2:10][CH3:11])[C:30]([c:29]1[cH:28][cH:27][c:26]([F:25])[cH:34][cH:33]1)=[O:31])[CH2:12][c:13]1[cH:14][cH:15][cH:16][cH:17][cH:18]1. Yields the product CCOC(=O)C(C(=O)Cc1ccccc1)C(=O)c1ccc(F)cc1. The reactants are [Cl-], [Cl-], O=C(Cl)c1ccc(F)cc1, [Mg+2], C1CCOC1, CCOC(=O)CC(=O)Cc1ccccc1, c1ccncc1.